The task is: describe an organic reaction: reactants, conditions, products, and yield. This data is from the Open Reaction Database (ORD), a public repository of structured organic reaction records. Starting materials: COC(C1=C(C(=CC=C1)Br)NS(=O)(=O)C1=CC=C(C=C1)OC)=O (3-Bromo-2[-(4-methoxybenzenesulfonyl)amino]-benzoic acid methyl ester), [H-].[Na+] (sodium hydride), Cl (HCl), C(C1=CC=CC=C1)Br (benzyl bromide). The solvent is CN(C)C=O (DMF), O (water). Run at time 15 minute. Yields the product COC(C1=C(C(=CC=C1)Br)N(S(=O)(=O)C1=CC=C(C=C1)OC)CC1=CC=CC=C1)=O (3-Bromo-2-[benzyl-(4-methoxybenzenesulfonyl)amino]-benzoic acid methyl ester). The yield is 77.2%. RXN SMILES: [CH3:1][O:2][C:3](=[O:23])[C:4]1[CH:9]=[CH:8][CH:7]=[C:6]([Br:10])[C:5]=1[NH:11][S:12]([C:15]1[CH:20]=[CH:19][C:18]([O:21][CH3:22])=[CH:17][CH:16]=1)(=[O:14])=[O:13].[H-].[Na+].[CH2:26](Br)[C:27]1[CH:32]=[CH:31][CH:30]=[CH:29][CH:28]=1.Cl>CN(C=O)C.O>[CH3:1][O:2][C:3](=[O:23])[C:4]1[CH:9]=[CH:8][CH:7]=[C:6]([Br:10])[C:5]=1[N:11]([CH2:26][C:27]1[CH:32]=[CH:31][CH:30]=[CH:29][CH:28]=1)[S:12]([C:15]1[CH:16]=[CH:17][C:18]([O:21][CH3:22])=[CH:19][CH:20]=1)(=[O:14])=[O:13] |f:1.2|. Procedure: To a solution of 0.413 g (1.03 mmol) of the product of Example 198 in 10 mL of DMF was added 0.062 g (1.55 mmol) of 60% sodium hydride. Stirring was continued for 15 min at 25° C. and 0.125 mL (1.442 mmol) of benzyl bromide was then added and the mixture was stird for 18 h at 55° C. The reaction was cooled to room temperature and the reaction mixture was poured into 200 mL water and 50 mL 1N HCl. The aqueous layer was then extracted with dichlromethane (100 mL) and ethyl acetate (100 mL). The co... Starting materials: CC(C)(C)N(C(=O)[O-])C(Cc1ccc(C(F)(F)F)cc1)C(O)c1ccc(Cl)nc1, O=C(O)C(F)(F)F. Yields the product NC(Cc1ccc(C(F)(F)F)cc1)C(O)c1ccc(Cl)nc1. Reaction SMILES: [CH3:1][C:2]([N:5]([C:3](=[O:4])[O-:6])[CH:9]([CH:10]([OH:11])[c:12]1[cH:13][n:14][c:15]([Cl:18])[cH:16][cH:17]1)[CH2:19][c:20]1[cH:21][cH:22][c:23]([C:26]([F:27])([F:28])[F:29])[cH:24][cH:25]1)([CH3:7])[CH3:8].[OH:30][C:31]([C:32]([F:33])([F:34])[F:35])=[O:36]>>[NH2:5][CH:9]([CH:10]([OH:11])[c:12]1[cH:13][n:14][c:15]([Cl:18])[cH:16][cH:17]1)[CH2:19][c:20]1[cH:21][cH:22][c:23]([C:26]([F:27])([F:28])[F:29])[cH:24][cH:25]1. The reactants are CO, CCOC(C)=O, Cc1ccc(C=CC(O)C(C)C)cc1, [Pd]. Product: Cc1ccc(CCC(O)C(C)C)cc1. As a reaction SMILES: [CH3:15][OH:16].[CH3:17][CH2:18][O:19][C:20](=[O:21])[CH3:22].[CH3:1][CH:2]([CH:3]([CH:4]=[CH:5][c:6]1[cH:7][cH:8][c:9]([CH3:12])[cH:10][cH:11]1)[OH:13])[CH3:14].[Pd:23]>>[CH3:1][CH:2]([CH:3]([CH2:4][CH2:5][c:6]1[cH:7][cH:8][c:9]([CH3:12])[cH:10][cH:11]1)[OH:13])[CH3:14]. Run in C(C)O (ethanol). Procedure: 6-[3-(3-Cyclohexyl-3-methyl-1-allylureido)propoxy]carbostyril (3.0 g) is dissolved in ethanol (90 ml), and thereto is added 10% palladium-carbon (0.3 g), and the mixture is subjected to catalytic hydrogenation under 1 atm of hydrogen gas at room temperature. After the reaction is complete, the catalyst is removed by filtration, and the filtrate is concentrated under reduced pressure. The residue is purified by silica gel column chromatography (solvent; methylene chloride:methanol=20:1), and recr... The reagents and catalysts are [C].[Pd] (palladium-carbon). Yield: 69.6%. Reactants: C1(CCCCC1)N(C(N(CC=C)CCCOC=1C=C2C=CC(NC2=CC1)=O)=O)C (6-[3-(3-Cyclohexyl-3-methyl-1-allylureido)propoxy]carbostyril), [H][H] (hydrogen). Reaction SMILES: [CH:1]1([N:7]([CH3:29])[C:8](=[O:28])[N:9]([CH2:13][CH2:14][CH2:15][O:16][C:17]2[CH:18]=[C:19]3[C:24](=[CH:25][CH:26]=2)[NH:23][C:22](=[O:27])[CH:21]=[CH:20]3)[CH2:10][CH:11]=[CH2:12])[CH2:6][CH2:5][CH2:4][CH2:3][CH2:2]1.[H][H]>C(O)C.[C].[Pd]>[CH:1]1([N:7]([CH3:29])[C:8](=[O:28])[N:9]([CH2:13][CH2:14][CH2:15][O:16][C:17]2[CH:18]=[C:19]3[C:24](=[CH:25][CH:26]=2)[NH:23][C:22](=[O:27])[CH:21]=[CH:20]3)[CH2:10][CH2:11][CH3:12])[CH2:6][CH2:5][CH2:4][CH2:3][CH2:2]1 |f:3.4|. Product: C1(CCCCC1)N(C(N(CCC)CCCOC=1C=C2C=CC(NC2=CC1)=O)=O)C (6-[3-(3-cyclohexyl-3-methyl-1-propylureido)propoxy]carbostyril). Reported procedure: A solution of 2-bromo-6-(bromomethyl)pyridine (Example 190, Step 1) (5 g, 19.9 mmol) in dimethylsulfoxide (50 mL) was charged with sodium cyanide (2.93 g, 59.8 mmol). The reaction was heated to 50° C. overnight. Upon completion, the reaction was diluted with ethyl acetate (100 mL) and water (100 mL) and the layers were separated. The organic layer was then dried over sodium sulfate, filtered, concentrated, and purified by silica gel chromatography (hexane:ethyl acetate 7:3) followed by purificat... Reactants: BrC1=NC(=CC=C1)CBr (2-Bromo-6-(bromomethyl)pyridine), [C-]#N.[Na+] (sodium cyanide). RXN SMILES: [Br:1][C:2]1[CH:7]=[CH:6][CH:5]=[C:4]([CH2:8]Br)[N:3]=1.[C-:10]#[N:11].[Na+]>CS(C)=O.C(OCC)(=O)C.O>[Br:1][C:2]1[N:3]=[C:4]([CH2:8][C:10]#[N:11])[CH:5]=[CH:6][CH:7]=1 |f:1.2|. Conditions: temperature 50 celsius. Yields the product BrC1=CC=CC(=N1)CC#N ((6-Bromopyridin-2-yl)acetonitrile). Run in C(C)(=O)OCC (ethyl acetate), O (water), CS(=O)C (dimethylsulfoxide).